Dataset: the Open Reaction Database (ORD), a public repository of structured organic reaction records. Task: describe an organic reaction: reactants, conditions, products, and yield Reactants: N1(C=NC=C1)CCCNCCOC (N-(3-(1H-imidazol-1-yl)propyl)-2-methoxyethylamine), N1=C(C2=C3C(C=CC=C13)=CC=C2)S (benz(cd)indol-2-thiol), mercuric acetate. Run in C(C)O (ethanol). Product: N1(C=NC=C1)CCCN(C1=NC2=CC=CC=3C2=C1C=CC3)CCOC (N-(3-(1H-imidazol-1-yl)propyl)-N-(2-methoxyethyl)benz(cd)indol-2-amine). RXN SMILES: [N:1]1([CH2:6][CH2:7][CH2:8][NH:9][CH2:10][CH2:11][O:12][CH3:13])[CH:5]=[CH:4][N:3]=[CH:2]1.[N:14]1[C:22]2[C:17]3[C:18](=[CH:23][CH:24]=[CH:25][C:16]=3[C:15]=1S)[CH:19]=[CH:20][CH:21]=2>C(O)C>[N:1]1([CH2:6][CH2:7][CH2:8][N:9]([CH2:10][CH2:11][O:12][CH3:13])[C:15]2[C:16]3[CH:25]=[CH:24][CH:23]=[C:18]4[C:17]=3[C:22](=[CH:21][CH:20]=[CH:19]4)[N:14]=2)[CH:5]=[CH:4][N:3]=[CH:2]1. Procedure: The reaction of 2-methoxyacetyl chloride and 3-(1H-imidazol-1-yl)propanamine in the presence of triethylamine leads to the formation of N-(3-(1H-imidazol-1-yl)propyl)-2-methoxyacetamide, which by reduction with borane gives N-(3-(1H-imidazol-1-yl)propyl)-2-methoxyethylamine. The latter amine reacts with molar equivalents of benz(cd)indol-2-thiol and mercuric acetate in refluxing ethanol, under the conditions of Example 55 to yield the title compound. The reactants are N1=C(C=CC2=CC=CC=C12)C(=O)O (quinoline-2-carboxylic acid). Reagents/catalysts: O=[Pt]=O (PtO2). The solvent is C(C)(=O)O (acetic acid). Conditions: time 3 hour. The product is N1C(CCC2CCCCC12)C(=O)O (decahydroquinoline-2-carboxylic acid). Yield: 73.8%. As a reaction SMILES: [N:1]1[C:10]2[C:5](=[CH:6][CH:7]=[CH:8][CH:9]=2)[CH:4]=[CH:3][C:2]=1[C:11]([OH:13])=[O:12]>O=[Pt]=O.C(O)(=O)C>[NH:1]1[CH:10]2[CH:5]([CH2:6][CH2:7][CH2:8][CH2:9]2)[CH2:4][CH2:3][CH:2]1[C:11]([OH:13])=[O:12]. Procedure details: A mixture of quinoline-2-carboxylic acid (30 g, 0.17 mole), glacial acetic acid (1000 ml), and PtO2 (2.0 g) was subjected to hydrogenation at room temperature for 3 hours using 51.7 psia H2 (theory: 58.7 psia H2). The catalyst was removed by filtration and the filtrate was stripped of solvent under reduced pressure. The residue was dissolved in acetonitrile (300 ml) and the mixture was cooled. The product was collected by filtration and washed with acetonitrile and ether; m.p. 254°-258°; yield: ... Starting materials: O=C1N(C(C2=CC=CC=C12)=O)OC(C(=O)OC(C)(C)C)=C (2-[(1,3-dioxo-2H-isoindol-2-yl)-oxy]-2-propenoic acid, t-butyl ester), FC(C(=O)O)(F)F (trifluoroacetic acid), C1(=CC=CC=C1)C (toluene). Solvent: C(Cl)Cl (methylene chloride), C1(=CC=CC=C1)OC (anisole). Reaction conditions: time 8 hour. The product is O=C1N(C(C2=CC=CC=C12)=O)OC(C(=O)O)=C (2-[(1,3-Dioxo-2H-isoindol-2-yl)oxy]-2-propenoic acid). Yield: 98.2%. As a reaction SMILES: [O:1]=[C:2]1[C:10]2[C:5](=[CH:6][CH:7]=[CH:8][CH:9]=2)[C:4](=[O:11])[N:3]1[O:12][C:13](=[CH2:21])[C:14]([O:16]C(C)(C)C)=[O:15].FC(F)(F)C(O)=O.C1(C)C=CC=CC=1>C(Cl)Cl.C1(OC)C=CC=CC=1>[O:1]=[C:2]1[C:10]2[C:5](=[CH:6][CH:7]=[CH:8][CH:9]=2)[C:4](=[O:11])[N:3]1[O:12][C:13](=[CH2:21])[C:14]([OH:16])=[O:15]. Reported procedure: A solution of 2-[(1,3-dioxo-2H-isoindol-2-yl)-oxy]-2-propenoic acid, t-butyl ester (49.9 g, 0.173 mole) in methylene chloride (300 ml) and anisole (150 ml) was treated with trifluoroacetic acid (300 ml). After stirring overnight at room temperature, 800 ml of dry toluene was added and the reaction mixture was concentrated in vacuo. The residue was triturated twice with hexane to give 39.6 g of the title compound. Reactants: C(#N)CC=1C=C(C(=O)C=2C=C(C(=O)OCC)C=CC2)C=CC1OCCCCCCCCCC (3-[3-(Cyanomethyl)-4-(decyloxy)benzoyl]benzoic acid, ethyl ester), C(CCC)[Sn](CCCC)(CCCC)N=[N+]=[N-] (tri-n-butylstannylazide), Cl (hydrochloric acid), CO (methanol). Run in O1CCCC1 (tetrahydrofuran). Conditions: time 30 minute. The product is C(CCCCCCCCC)OC1=C(C=C(C(=O)C=2C=C(C(=O)OCC)C=CC2)C=C1)CC1=NN=NN1 (3-[4-(Decyloxy)-3-(1H-tetrazol-5-ylmethyl)benzoyl]benzoic acid, ethyl ester). The yield is 54.0%. As a reaction SMILES: [C:1]([CH2:3][C:4]1[CH:5]=[C:6]([CH:20]=[CH:21][C:22]=1[O:23][CH2:24][CH2:25][CH2:26][CH2:27][CH2:28][CH2:29][CH2:30][CH2:31][CH2:32][CH3:33])[C:7]([C:9]1[CH:10]=[C:11]([CH:17]=[CH:18][CH:19]=1)[C:12]([O:14][CH2:15][CH3:16])=[O:13])=[O:8])#[N:2].C([Sn]([N:47]=[N+:48]=[N-:49])(CCCC)CCCC)CCC.Cl.CO>O1CCCC1>[CH2:24]([O:23][C:22]1[CH:21]=[CH:20][C:6]([C:7]([C:9]2[CH:10]=[C:11]([CH:17]=[CH:18][CH:19]=2)[C:12]([O:14][CH2:15][CH3:16])=[O:13])=[O:8])=[CH:5][C:4]=1[CH2:3][C:1]1[NH:49][N:48]=[N:47][N:2]=1)[CH2:25][CH2:26][CH2:27][CH2:28][CH2:29][CH2:30][CH2:31][CH2:32][CH3:33]. Procedure details: A mixture of 1.0 g of the product from Example 1 and 2.2 g of tri-n-butylstannylazide in 30 ml of tetrahydrofuran was heated at reflux for 10 days. The reaction was allowed to cool to ambient temperature. A mixture of hydrochloric acid and methanol was added, and after stirring for 30 minutes, the mixture was concentrated in vacuo. The residue was purified by chromatography over silica gel eluting with a 30-75% ethyl acetate in hexane gradient which additionally contained 0.05% acetic acid. The ... The reactants are ClC(C(=O)C1=CC=CC=C1)C1=CC=CC=C1 (2-chloro-1,2-diphenyl-ethanone), C1(=CC=CC=C1)N1C(CC12CCNCC2)=O (1-phenyl-1,7-diazaspiro[3.5]nonan-2-one), C([O-])(O)=O.[Na+] (sodium bicarbonate). Run in CC(CC)=O (2-butanone). Conditions: time 4 hour. Product: O=C(C(C1=CC=CC=C1)N1CCC2(CC(N2C2=CC=CC=C2)=O)CC1)C1=CC=CC=C1 ((RS)-7-(2-Oxo-1,2-diphenyl-ethyl)-1-phenyl-1,7-diaza-spiro[3.5]nonan-2-one). The yield is 89.3%. RXN SMILES: Cl[CH:2]([C:11]1[CH:16]=[CH:15][CH:14]=[CH:13][CH:12]=1)[C:3]([C:5]1[CH:10]=[CH:9][CH:8]=[CH:7][CH:6]=1)=[O:4].[C:17]1([N:23]2[C:26]3([CH2:31][CH2:30][NH:29][CH2:28][CH2:27]3)[CH2:25][C:24]2=[O:32])[CH:22]=[CH:21][CH:20]=[CH:19][CH:18]=1.C(=O)(O)[O-].[Na+]>CC(=O)CC>[O:4]=[C:3]([C:5]1[CH:10]=[CH:9][CH:8]=[CH:7][CH:6]=1)[CH:2]([N:29]1[CH2:28][CH2:27][C:26]2([N:23]([C:17]3[CH:22]=[CH:21][CH:20]=[CH:19][CH:18]=3)[C:24](=[O:32])[CH2:25]2)[CH2:31][CH2:30]1)[C:11]1[CH:16]=[CH:15][CH:14]=[CH:13][CH:12]=1 |f:2.3|. Reported procedure: A suspension of 2-chloro-1,2-diphenyl-ethanone (0.23 g, 1 mmol), 1-phenyl-1,7-diazaspiro[3.5]nonan-2-one (0.2 g, 0.9 mmol) and sodium bicarbonate (0.23 g) in 2-butanone was boiled for 4 h with stirring. The mixture was cooled, the solvent was removed in vacuo and the residue was purified by chromatography on silica gel with ethylacetate/hexane (1:2) to yield 0.33 g (87%) of the title compound. MS: m/e=411.3 (M+H+). The product is CCC1(O)CC(=O)OCc2c1cc(I)[nH]c2=O. As a reaction SMILES: [CH2:1]([CH3:2])[C:3]1([OH:18])[CH2:4][C:5](=[O:17])[O:6][CH2:7][c:8]2[c:9]([O:15][CH3:16])[n:10][c:11]([I:14])[cH:12][c:13]21.[CH3:27][C:28]#[N:29].[Cl:21][Si:22]([CH3:23])([CH3:24])[CH3:25].[I-:20].[Na+:19].[OH2:26]>>[CH2:1]([CH3:2])[C:3]1([OH:18])[CH2:4][C:5](=[O:17])[O:6][CH2:7][c:8]2[c:9](=[O:15])[nH:10][c:11]([I:14])[cH:12][c:13]21. Starting materials: CCC1(O)CC(=O)OCc2c1cc(I)nc2OC, CC#N, C[Si](C)(C)Cl, [I-], [Na+], O. Reactants: C(C)OP(OCC)(=O)CC#N (Diethylcyanomethylphosphonate), [H-].[Na+] (sodium hydride), COC1=CC=C(C=C1)C(C)=O (paramethoxyacetophenone). The solvent is COCCOC (1,2-dimethoxyethane), COCCOC (1,2-dimethoxyethane), C(C)OCC (diethyl ether). Run at time 3 hour. Product: COC1=CC=C(C=C1)C(=CC#N)C (3-(4-Methoxyphenyl)-2-butenenitrile). As a reaction SMILES: C(OP([CH2:9][C:10]#[N:11])(=O)OCC)C.[H-].[Na+].[CH3:14][O:15][C:16]1[CH:21]=[CH:20][C:19]([C:22](=O)[CH3:23])=[CH:18][CH:17]=1>COCCOC.C(OCC)C>[CH3:14][O:15][C:16]1[CH:21]=[CH:20][C:19]([C:22]([CH3:23])=[CH:9][C:10]#[N:11])=[CH:18][CH:17]=1 |f:1.2|. Procedure: Diethylcyanomethylphosphonate (85 g) is added dropwise to a stirred suspension of sodium hydride (19.2 g) in 1,2-dimethoxyethane (400 ml) under nitrogen. The solution is cooled in an ice bath and a solution of paramethoxyacetophenone (48 g) in 1,2-dimethoxyethane (80 ml) is added dropwise. The reaction mixture is stirred at RT for three hours and diluted with diethyl ether, washed, dried, filtered and evaporated in vacuo affording the desired product as a solid. The reactants are C1(=CC=CC=C1)[C@@H]1COC=2C=CC=C3C=4C(CCCC4N1C23)=O ((R)-(−)-1-phenyl-1,2,9,10-tetrahydro[1,4]oxazino[2,3,4-jk]carbazol-7(8H)-one), cupric chloride, [Cl-].[Li+] (lithium chloride), [Br-].[Li+] (lithium bromide), C([O-])([O-])=O.[Li+].[Li+] (lithium carbonate). Solvent: O (water), CN(C)C=O (DMF), C(C)(=O)OCC (ethyl acetate). Reaction conditions: temperature 60 celsius. Yields the product C1(=CC=CC=C1)[C@@H]1COC=2C=CC=C3C4=C(C=CC=C4N1C23)O ((R)-(−)-1-phenyl-1,2-dihydro[1,4]oxazino[2,3,4-jk]carbazol-7-ol). The yield is 34.7%. As a reaction SMILES: [C:1]1([C@H:7]2[N:21]3[C:22]4[C:14]([C:15]5[C:16](=[O:23])[CH2:17][CH2:18][CH2:19][C:20]=53)=[CH:13][CH:12]=[CH:11][C:10]=4[O:9][CH2:8]2)[CH:6]=[CH:5][CH:4]=[CH:3][CH:2]=1.[Cl-].[Li+].[Br-].[Li+].C(=O)([O-])[O-].[Li+].[Li+]>CN(C=O)C.C(OCC)(=O)C.O>[C:1]1([C@H:7]2[N:21]3[C:22]4[C:14]([C:15]5[C:20]3=[CH:19][CH:18]=[CH:17][C:16]=5[OH:23])=[CH:13][CH:12]=[CH:11][C:10]=4[O:9][CH2:8]2)[CH:2]=[CH:3][CH:4]=[CH:5][CH:6]=1 |f:1.2,3.4,5.6.7|. Procedure: To (R)-(−)-1-phenyl-1,2,9,10-tetrahydro[1,4]oxazino[2,3,4-jk]carbazol-7(8H)-one (17.3 g, 57.3 mmol) in dry DMF (60 mL) is added anhydrous cupric chloride (17.7 g, 131.8 mmol) and anhydrous lithium chloride (9.6 g, 229 mmol). The mixture is heated at 60° C. for 40 h. The mixture is then poured into water (600 mL), forming solids. The solids are dissolved in ethyl acetate (50 mL) and filtered to remove inorganic solids. The filtrates are concentrated to dryness and the resulting solids are dissolv...